describe an organic reaction: reactants, conditions, products, and yield From a dataset of the Open Reaction Database (ORD), a public repository of structured organic reaction records. The reactants are CCOC(=O)C=Cc1cccc(Nc2ncnc3oc(-c4ccccc4)c(-c4ccc(OC)cc4)c23)c1, C1CCOC1, Cl, [Na+], [OH-]. Yields the product COc1ccc(-c2c(-c3ccccc3)oc3ncnc(Nc4cccc(C=CC(=O)O)c4)c23)cc1. Reaction SMILES: [CH2:3]([CH3:4])[O:5][C:6]([CH:7]=[CH:8][c:9]1[cH:10][c:11]([NH:15][c:16]2[c:17]3[c:18]([n:19][cH:20][n:21]2)[o:22][c:23](-[c:33]2[cH:34][cH:35][cH:36][cH:37][cH:38]2)[c:24]3-[c:25]2[cH:26][cH:27][c:28]([O:31][CH3:32])[cH:29][cH:30]2)[cH:12][cH:13][cH:14]1)=[O:39].[CH2:41]1[O:42][CH2:43][CH2:44][CH2:45]1.[ClH:40].[Na+:2].[OH-:1]>>[O:5]=[C:6]([CH:7]=[CH:8][c:9]1[cH:10][c:11]([NH:15][c:16]2[c:17]3[c:18]([n:19][cH:20][n:21]2)[o:22][c:23](-[c:33]2[cH:34][cH:35][cH:36][cH:37][cH:38]2)[c:24]3-[c:25]2[cH:26][cH:27][c:28]([O:31][CH3:32])[cH:29][cH:30]2)[cH:12][cH:13][cH:14]1)[OH:39]. Starting materials: OC[C@@H]1NCCC1 ((R)-2-Hydroxymethylpyrrolidine), S(C)(=O)(=O)OCCC1=CC2=C(C=C1)OCO2 (3,4-methylenedioxyphenethyl mesylate), C([O-])([O-])=O.[Na+].[Na+] (sodium carbonate), [I-].[Na+] (sodium iodide), C(C)(C)N(CC)C(C)C (diisopropylethylamine), CS(=O)(=O)Cl (methanesulfonyl chloride), C(O)([O-])=O.[Na+] (sodium hydrogencarbonate). Solvent: C(C)#N (acetonitrile), O (water), ClCCl (dichloromethane). Conditions: temperature 90 celsius, time 2 hour. Product: Cl[C@H]1CN(CCC1)CCC1=CC2=C(C=C1)OCO2 ((R)-3-chloro-1-(3,4-methylenedioxyphenethyl)piperidine). As a reaction SMILES: O[CH2:2][C@H:3]1[CH2:7][CH2:6][CH2:5][NH:4]1.S(O[CH2:13][CH2:14][C:15]1[CH:20]=[CH:19][C:18]2[O:21][CH2:22][O:23][C:17]=2[CH:16]=1)(=O)(=O)C.C(=O)([O-])[O-].[Na+].[Na+].[I-].[Na+].C(N(C(C)C)CC)(C)C.CS([Cl:45])(=O)=O.C(=O)([O-])O.[Na+]>ClCCl.O.C(#N)C>[Cl:45][C@@H:6]1[CH2:7][CH2:2][CH2:3][N:4]([CH2:13][CH2:14][C:15]2[CH:20]=[CH:19][C:18]3[O:21][CH2:22][O:23][C:17]=3[CH:16]=2)[CH2:5]1 |f:2.3.4,5.6,9.10|. Procedure details: (R)-2-Hydroxymethylpyrrolidine (505 mg, 5.00 mmol), 3,4-methylenedioxyphenethyl mesylate (1.34 g, 5.50 mmol), sodium carbonate (585 mg, 5.50 mmol) and sodium iodide (50 mg, 0.33 mmol) were added to acetonitrile (50 ml), and they were heated at 90° C. under reflux for 13.5 hours. The solvent was evaporated under reduced pressure, and the residue was distributed into ethyl acetate and saturated aqueous sodium hydrogencarbonate solution. The organic layer was washed with water and then dried over m... Starting materials: S(=O)(Cl)Cl (thionyl chloride), ClC=1C=C(C=CC1)NC(OCC#CCO)=O (4-hydroxy-2-butynyl N-(3-chlorophenyl)carbamate). Run in C(CCl)Cl (EDC), C(CCl)Cl (EDC). Conditions: time 17 hour. The product is C1=CC(=CC(=C1)Cl)NC(=O)OC#CCl (barban). Reaction SMILES: S(Cl)([Cl:3])=O.[Cl:5][C:6]1[CH:7]=[C:8]([NH:12][C:13](=[O:20])[O:14][CH2:15][C:16]#CCO)[CH:9]=[CH:10][CH:11]=1>C(Cl)CCl>[CH:10]1[CH:11]=[C:6]([Cl:5])[CH:7]=[C:8]([NH:12][C:13]([O:14][C:15]#[C:16][Cl:3])=[O:20])[CH:9]=1. Procedure: In another procedure on the same scale, the thionyl chloride in 25 ml of EDC was stirred at 65° while a warm solution of 4-hydroxy-2-butynyl N-(3-chlorophenyl)carbamate in 75 ml of EDC was added dropwise over a period of 60 minutes. After 17 hours at 65°, the solvent was evaporated to afford 6.5 g of barban which was analyzed by HPLC: barban -- 97.5% (w/w), biscarbamate -- 1.0% (w/w); bisurea -- 1.6% (w/w). The reactants are O=C1OC(Cn2ccnn2)CN1c1ccc(I)c(F)c1, [K+], [K+], CC1(C)OB(c2ccc(COC3COc4nc([N+](=O)[O-])cn4C3)nc2)OC1(C)C, O=C([O-])[O-], CN(C)C=O, O, c1ccc(P(c2ccccc2)(c2ccccc2)[Pd](P(c2ccccc2)(c2ccccc2)c2ccccc2)(P(c2ccccc2)(c2ccccc2)c2ccccc2)P(c2ccccc2)(c2ccccc2)c2ccccc2)cc1. Product: O=C1OC(Cn2ccnn2)CN1c1ccc(-c2ccc(COC3COc4nc([N+](=O)[O-])cn4C3)nc2)c(F)c1. As a reaction SMILES: [F:1][c:2]1[cH:3][c:4]([N:9]2[C:10](=[O:20])[O:11][CH:12]([CH2:14][n:15]3[n:16][n:17][cH:18][cH:19]3)[CH2:13]2)[cH:5][cH:6][c:7]1[I:8].[K+:50].[K+:51].[N+:21](=[O:22])([O-:23])[c:24]1[n:25][c:26]2[n:31]([cH:32]1)[CH2:30][CH:29]([O:33][CH2:34][c:35]1[n:36][cH:37][c:38]([B:41]3[O:42][C:43]([CH3:44])([CH3:45])[C:46]([CH3:47])([CH3:48])[O:49]3)[cH:39][cH:40]1)[CH2:28][O:27]2.[O-:52][C:53]([O-:54])=[O:55].[O:56]=[CH:57][N:58]([CH3:59])[CH3:60].[OH2:61].[cH:62]1[cH:63][cH:64][c:65]([P:66]([Pd:67]([P:68]([c:69]2[cH:70][cH:71][cH:72][cH:73][cH:74]2)([c:75]2[cH:76][cH:77][cH:78][cH:79][cH:80]2)[c:81]2[cH:82][cH:83][cH:84][cH:85][cH:86]2)([P:87]([c:88]2[cH:89][cH:90][cH:91][cH:92][cH:93]2)([c:94]2[cH:95][cH:96][cH:97][cH:98][cH:99]2)[c:100]2[cH:101][cH:102][cH:103][cH:104][cH:105]2)[P:106]([c:107]2[cH:108][cH:109][cH:110][cH:111][cH:112]2)([c:113]2[cH:114][cH:115][cH:116][cH:117][cH:118]2)[c:119]2[cH:120][cH:121][cH:122][cH:123][cH:124]2)([c:125]2[cH:126][cH:127][cH:128][cH:129][cH:130]2)[c:131]2[cH:132][cH:133][cH:134][cH:135][cH:136]2)[cH:137][cH:138]1>>[F:1][c:2]1[cH:3][c:4]([N:9]2[C:10](=[O:20])[O:11][CH:12]([CH2:14][n:15]3[n:16][n:17][cH:18][cH:19]3)[CH2:13]2)[cH:5][cH:6][c:7]1-[c:38]1[cH:37][n:36][c:35]([CH2:34][O:33][CH:29]2[CH2:28][O:27][c:26]3[n:25][c:24]([N+:21](=[O:22])[O-:23])[cH:32][n:31]3[CH2:30]2)[cH:40][cH:39]1. The reactants are C([O-])([O-])=O.[K+].[K+] (potassium carbonate), O1CCN(CC1)CC1=C(C(C=C(O1)CO)=O)O (6-morpholinomethyl-5-hydroxy-2-hydroxymethyl-4-pyrone), COC1=CC=C(CCl)C=C1 (p-methoxybenzyl chloride). Solvent: CN(C=O)C (dimethylformamide). Conditions: temperature 70 celsius, time 17 hour. Product: O1CCN(CC1)CC1=C(C(C=C(O1)CO)=O)OCC1=CC=C(C=C1)OC (6-Morpholinomethyl-5-p-methoxybenzyloxy-2-hydroxymethyl-4-pyrone). RXN SMILES: [O:1]1[CH2:6][CH2:5][N:4]([CH2:7][C:8]2[O:13][C:12]([CH2:14][OH:15])=[CH:11][C:10](=[O:16])[C:9]=2[OH:17])[CH2:3][CH2:2]1.C(=O)([O-])[O-].[K+].[K+].[CH3:24][O:25][C:26]1[CH:33]=[CH:32][C:29]([CH2:30]Cl)=[CH:28][CH:27]=1>CN(C)C=O>[O:1]1[CH2:6][CH2:5][N:4]([CH2:7][C:8]2[O:13][C:12]([CH2:14][OH:15])=[CH:11][C:10](=[O:16])[C:9]=2[O:17][CH2:30][C:29]2[CH:32]=[CH:33][C:26]([O:25][CH3:24])=[CH:27][CH:28]=2)[CH2:3][CH2:2]1 |f:1.2.3|. Procedure details: To a suspension of 5.45 g of 6-morpholinomethyl-5-hydroxy-2-hydroxymethyl-4-pyrone in 50 ml of dimethylformamide were successively added 3.32 g of potassium carbonate and 4 ml of p-methoxybenzyl chloride. The mixture was stirred at 70° C. for 4 hours and at room temperature for a further 17 hours. The reaction liquid was concentrated and 100 ml of water and 200 ml of dichloromethane were added to the concentrate. The organic phase was then washed with 100 ml of water. After drying over anhydrous... The reactants are ClC1=CC=C(C=C1)NC(NCC(=O)N1C(CC(C1C1=CC=CC=C1)C(=O)OC)C(=O)OC(C)(C)C)=O (2-tert-butyl 4-methyl (2RS,4RS,5SR)-1-{2-[3-(4-chlorophenyl)ureido]acetyl}-5-phenylpyrrolidine-2,4-dicarboxylate), O (water), CO (methanol). Solvent: [OH-].[K+] (potassium hydroxide). Yields the product ClC1=CC=C(C=C1)NC(NCC(=O)N1C(CC(C1C1=CC=CC=C1)C(=O)O)C(=O)OC(C)(C)C)=O (2-tert-butyl hydrogen (2RS,4SR,5SR)-1-{2-[3-(4-chlorophenyl)ureido]acetyl}-5-phenylpyrrolidine-2,4-dicarboxylate). Yield: 68.5%. Reaction SMILES: [Cl:1][C:2]1[CH:7]=[CH:6][C:5]([NH:8][C:9](=[O:36])[NH:10][CH2:11][C:12]([N:14]2[CH:18]([C:19]3[CH:24]=[CH:23][CH:22]=[CH:21][CH:20]=3)[CH:17]([C:25]([O:27]C)=[O:26])[CH2:16][CH:15]2[C:29]([O:31][C:32]([CH3:35])([CH3:34])[CH3:33])=[O:30])=[O:13])=[CH:4][CH:3]=1.O.CO>[OH-].[K+]>[Cl:1][C:2]1[CH:3]=[CH:4][C:5]([NH:8][C:9](=[O:36])[NH:10][CH2:11][C:12]([N:14]2[CH:18]([C:19]3[CH:24]=[CH:23][CH:22]=[CH:21][CH:20]=3)[CH:17]([C:25]([OH:27])=[O:26])[CH2:16][CH:15]2[C:29]([O:31][C:32]([CH3:34])([CH3:33])[CH3:35])=[O:30])=[O:13])=[CH:6][CH:7]=1 |f:3.4|. Procedure: A The reaction is carried out in a way analogous to that described in Example 3, but from 2.1 g of 2-tert-butyl 4-methyl (2RS,4RS,5SR)-1-{2-[3-(4-chlorophenyl)ureido]acetyl}-5-phenylpyrrolidine-2,4-dicarboxylate in a mixture of 4 cm3 of a normal aqueous potassium hydroxide solution, 20 cm3 of distilled water and 60 cm3 of methanol. After treatment, there are obtained 1.4 g of 2-tert-butyl hydrogen (2RS,4SR,5SR)-1-{2-[3-(4-chlorophenyl)ureido]acetyl}-5-phenylpyrrolidine-2,4-dicarboxylate, melting... The reactants are CS(=O)(=O)OCCN1CCOCC1, O=C(c1c[nH]c2ccccc12)C1CCCCCC1, [H-], [Na+], CN(C)C=O. Product: O=C(c1cn(CCN2CCOCC2)c2ccccc12)C1CCCCCC1. As a reaction SMILES: [CH3:21][S:22]([O:23][CH2:26][CH2:27][N:28]1[CH2:29][CH2:30][O:31][CH2:32][CH2:33]1)(=[O:24])=[O:25].[CH:1]1([C:8](=[O:9])[c:10]2[cH:11][nH:12][c:13]3[cH:14][cH:15][cH:16][cH:17][c:18]23)[CH2:2][CH2:3][CH2:4][CH2:5][CH2:6][CH2:7]1.[H-:20].[Na+:19].[O:34]=[CH:35][N:36]([CH3:37])[CH3:38]>>[CH:1]1([C:8](=[O:9])[c:10]2[cH:11][n:12]([CH2:26][CH2:27][N:28]3[CH2:29][CH2:30][O:31][CH2:32][CH2:33]3)[c:13]3[cH:14][cH:15][cH:16][cH:17][c:18]23)[CH2:2][CH2:3][CH2:4][CH2:5][CH2:6][CH2:7]1. Starting materials: FC(C=1C=C(C=CC1)S(=O)(=O)Cl)(F)F (3-Trifluoromethyl benzene sulfonyl chloride), N,N'-diisopropylbutane,1,4-diamine, C(C)(C)N(CC)C(C)C (diisopropyl ethyl amine). The solvent is C(Cl)Cl (methylene chloride), C(Cl)Cl (methylene chloride). Conditions: time 8 hour. The product is CC(C)N(S(=O)(=O)C1=CC(=CC=C1)C(F)(F)F)CCCCNC(C)C (N-(1-Methylethyl)-N[4-[(1-Methylethyl)Amino]Butyl]-3(Trifluoromethyl)Benzenesulfonamide). Reaction SMILES: [F:1][C:2]([F:14])([F:13])[C:3]1[CH:4]=[C:5]([S:9](Cl)(=[O:11])=[O:10])[CH:6]=[CH:7][CH:8]=1.C([N:18]([CH:21]([CH3:23])[CH3:22])[CH2:19][CH3:20])(C)C>C(Cl)Cl>[CH3:22][CH:21]([N:18]([CH2:19][CH2:20][CH2:20][CH2:19][NH:18][CH:21]([CH3:22])[CH3:23])[S:9]([C:5]1[CH:6]=[CH:7][CH:8]=[C:3]([C:2]([F:14])([F:13])[F:1])[CH:4]=1)(=[O:11])=[O:10])[CH3:23]. Reported procedure: 3-Trifluoromethyl benzene sulfonyl chloride (0.104 m, 25.35 g) in methylene chloride (100 ml) was added dropwise to a solution of N,N'-diisopropylbutane,1,4-diamine (0.104 m, 17.86 gm) and diisopropyl ethyl amine (0.104 m, 13.40 g) in methylene chloride (500 ml). The reaction was stirred overnight. The reaction was washed with water, aqueous sodium bicarbonate and then brine and then stripped. The residue was dissolved in diethyl ether, filtered through Supercel to yield the title compound. Trea...